Dataset: the Open Reaction Database (ORD), a public repository of structured organic reaction records. Task: describe an organic reaction: reactants, conditions, products, and yield Reactants: ClC1=C(CNCC(O)C2=CC(=C(C=C2)OC)OC)C=CC=C1 (N-(2-chlorobenzyl)-1-(3,4-dimethoxyphenyl)-2-aminoethanol), C=O (formaldehyde), [BH4-].[Na+] (sodium borohydride). The solvent is CO (methanol). Product: ClC1=C(CN(CC(O)C2=CC(=C(C=C2)OC)OC)C)C=CC=C1 (N-(2-chlorobenzyl)-1-(3,4-dimethoxyphenyl)-2-methylaminoethanol). The yield is 93.0%. RXN SMILES: [Cl:1][C:2]1[CH:22]=[CH:21][CH:20]=[CH:19][C:3]=1[CH2:4][NH:5][CH2:6][CH:7]([C:9]1[CH:14]=[CH:13][C:12]([O:15][CH3:16])=[C:11]([O:17][CH3:18])[CH:10]=1)[OH:8].[CH2:23]=O.[BH4-].[Na+]>CO>[Cl:1][C:2]1[CH:22]=[CH:21][CH:20]=[CH:19][C:3]=1[CH2:4][N:5]([CH3:23])[CH2:6][CH:7]([C:9]1[CH:14]=[CH:13][C:12]([O:15][CH3:16])=[C:11]([O:17][CH3:18])[CH:10]=1)[OH:8] |f:2.3|. Procedure: A reaction mixture of 0.96 g (0.003 m) of N-(2-chlorobenzyl)-1-(3,4-dimethoxyphenyl)-2-aminoethanol from Example 5, 3 ml (0.037 m) of formaldehyde and 0.4 g of sodium borohydride in methanol was reacted to give 0.94 g (93%) of N-(2-chlorobenzyl)-1-(3,4-dimethoxyphenyl)-2-methylaminoethanol as an oil. This material (0.6 g., 0.0018 m) and 0.95 g (0.007 m) of aluminum chloride were reacted as described to give 0.42 g (66%) of 8-chloro-4-(3,4-dimethoxyphenyl)-2-methyl-1,2,3,4-tetrahydroisoquinoline ... Starting materials: CNC1=NC=NS1 (N-methyl-1,2,4-thiadiazol-5-amine), C[Si](C)(C)[N-][Si](C)(C)C.[Li+] (lithium bis(trimethylsilyl)amide), FC1=C(C=C(C(=C1)F)F)S(=O)(=O)Cl (2,4,5-trifluorobenzenesulfonyl chloride), [Cl-].[NH4+] (ammonium chloride). The solvent is O1CCCC1 (tetrahydrofuran), O1CCCC1 (tetrahydrofuran). Run at time 1 hour. Product: FC1=C(C=C(C(=C1)F)F)S(=O)(=O)N(C1=NC=NS1)C (2,4,5-trifluoro-N-methyl-N-(1,2,4-thiadiazol-5-yl)benzenesulfonamide). Isolated yield 50.0%. RXN SMILES: [CH3:1][NH:2][C:3]1[S:7][N:6]=[CH:5][N:4]=1.C[Si]([N-][Si](C)(C)C)(C)C.[Li+].[F:18][C:19]1[CH:24]=[C:23]([F:25])[C:22]([F:26])=[CH:21][C:20]=1[S:27](Cl)(=[O:29])=[O:28].[Cl-].[NH4+]>O1CCCC1>[F:18][C:19]1[CH:24]=[C:23]([F:25])[C:22]([F:26])=[CH:21][C:20]=1[S:27]([N:2]([CH3:1])[C:3]1[S:7][N:6]=[CH:5][N:4]=1)(=[O:29])=[O:28] |f:1.2,4.5|. Procedure: To a solution of N-methyl-1,2,4-thiadiazol-5-amine (0.64 g, 5.5 mmol) in tetrahydrofuran (15 mL) at −78° C. was added lithium bis(trimethylsilyl)amide (1 M solution in tetrahydrofuran, 6.1 mL, 6.1 mmol). The reaction mixture was allowed to warm to ambient temperature and was stirred for 1 hr. The mixture was cooled to −78° C., and a solution of 2,4,5-trifluorobenzenesulfonyl chloride (0.85 mL, 6.1 mmol) in tetrahydrofuran (5 mL) was added. The reaction mixture was allowed to warm to ambient temp...